This data is from the Open Reaction Database (ORD), a public repository of structured organic reaction records. The task is: describe an organic reaction: reactants, conditions, products, and yield Starting materials: C(C)(=O)OCC (ethyl acetate), C(#N)C=1C(=NC=CC1I)NN(C(=O)OC(C)(C)C)C(=O)OC(C)(C)C (di-tert-butyl (3-cyano-4-iodopyrid-2-yl)-hydrazinedicarboxylate), FC1=C(C=C(C=C1)C(F)(F)F)NC(=O)NC1=CC=C(C=C1)B1OC(C(O1)(C)C)(C)C (1-(2-fluoro-5-trifluoromethylphenyl)-3-[4-(4,4,5,5-tetramethyl-1,3,2-dioxaborolan-2-yl)phenyl]urea), C(=O)(O)[O-].[Na+] (NaHCO3). Reagents/catalysts: C=1C=CC(=CC1)[P](C=2C=CC=CC2)(C=3C=CC=CC3)[Pd]([P](C=4C=CC=CC4)(C=5C=CC=CC5)C=6C=CC=CC6)([P](C=7C=CC=CC7)(C=8C=CC=CC8)C=9C=CC=CC9)[P](C=1C=CC=CC1)(C=1C=CC=CC1)C=1C=CC=CC1 (tetrakis(triphenylphosphine)palladium). Run in O1CCOCC1 (dioxane), O (water). Reaction conditions: temperature 100 celsius, time 30 minute. The product is C(#N)C=1C(=NC=CC1C1=CC=C(C=C1)NC(=O)NC1=C(C=CC(=C1)C(F)(F)F)F)NN(C(=O)OC(C)(C)C)C(=O)OC(C)(C)C (di-tert-butyl (3-cyano-4-{4-[3-(2-fluoro-5-trifluoromethylphenyl)ureido]phenyl}pyrid-2-yl)hydrazinedicarboxylate). The yield is 75.6%. As a reaction SMILES: [C:1]([C:3]1[C:4]([NH:10][N:11]([C:19]([O:21][C:22]([CH3:25])([CH3:24])[CH3:23])=[O:20])[C:12]([O:14][C:15]([CH3:18])([CH3:17])[CH3:16])=[O:13])=[N:5][CH:6]=[CH:7][C:8]=1I)#[N:2].[F:26][C:27]1[CH:32]=[CH:31][C:30]([C:33]([F:36])([F:35])[F:34])=[CH:29][C:28]=1[NH:37][C:38]([NH:40][C:41]1[CH:46]=[CH:45][C:44](B2OC(C)(C)C(C)(C)O2)=[CH:43][CH:42]=1)=[O:39].C([O-])(O)=O.[Na+].C(OCC)(=O)C>O1CCOCC1.O.C1C=CC([P]([Pd]([P](C2C=CC=CC=2)(C2C=CC=CC=2)C2C=CC=CC=2)([P](C2C=CC=CC=2)(C2C=CC=CC=2)C2C=CC=CC=2)[P](C2C=CC=CC=2)(C2C=CC=CC=2)C2C=CC=CC=2)(C2C=CC=CC=2)C2C=CC=CC=2)=CC=1>[C:1]([C:3]1[C:4]([NH:10][N:11]([C:19]([O:21][C:22]([CH3:25])([CH3:24])[CH3:23])=[O:20])[C:12]([O:14][C:15]([CH3:18])([CH3:17])[CH3:16])=[O:13])=[N:5][CH:6]=[CH:7][C:8]=1[C:44]1[CH:43]=[CH:42][C:41]([NH:40][C:38]([NH:37][C:28]2[CH:29]=[C:30]([C:33]([F:34])([F:36])[F:35])[CH:31]=[CH:32][C:27]=2[F:26])=[O:39])=[CH:46][CH:45]=1)#[N:2] |f:2.3,^1:77,79,98,117|. Procedure: To a solution of 110 mg of di-tert-butyl (3-cyano-4-iodopyrid-2-yl)-hydrazinedicarboxylate and 122 mg of 1-(2-fluoro-5-trifluoromethylphenyl)-3-[4-(4,4,5,5-tetramethyl-1,3,2-dioxaborolan-2-yl)phenyl]urea in 5.5 mL of dioxane are added 57 mg of NaHCO3 in 1.7 mL of water. 26 mg of tetrakis(triphenylphosphine)palladium are then added and the reaction is refluxed at 100° C. After 2 hours 30 minutes, the pale yellow solution is cooled to 20° C. and 10 mL of ethyl acetate are added. The organic phase ... The reactants are ClCCl, O=[Mn]=O, CC(C)(C)OC(=O)N1CCc2sc(CO)cc2C1. The product is CC(C)(C)OC(=O)N1CCc2sc(C=O)cc2C1. As a reaction SMILES: [CH2:19]([Cl:20])[Cl:21].[O:22]=[Mn:23]=[O:24].[OH:1][CH2:2][c:3]1[cH:4][c:5]2[c:10]([s:11]1)[CH2:9][CH2:8][N:7]([C:12](=[O:13])[O:14][C:15]([CH3:16])([CH3:17])[CH3:18])[CH2:6]2>>[O:1]=[CH:2][c:3]1[cH:4][c:5]2[c:10]([s:11]1)[CH2:9][CH2:8][N:7]([C:12](=[O:13])[O:14][C:15]([CH3:16])([CH3:17])[CH3:18])[CH2:6]2. Starting materials: C(=CC1=CC=CC=C1)S(=O)(=O)[O-].[Na+] (sodium styrenesulfonate), Cl.NCCOC(C(=C)C)=O (2-(amino)ethylmethacrylate hydrochloride). Solvent: CO (methanol). Run at time 8 hour. Yields the product C(=CC1=CC=CC=C1)S(=O)(=O)[O-].[Na+].NCCOC(C(=C)C)=O (sodium styrenesulfonate 2-(amino)ethylmethacrylate). RXN SMILES: [CH:1]([S:9]([O-:12])(=[O:11])=[O:10])=[CH:2][C:3]1[CH:8]=[CH:7][CH:6]=[CH:5][CH:4]=1.[Na+:13].Cl.[NH2:15][CH2:16][CH2:17][O:18][C:19](=[O:23])[C:20]([CH3:22])=[CH2:21]>CO>[CH:1]([S:9]([O-:12])(=[O:10])=[O:11])=[CH:2][C:3]1[CH:8]=[CH:7][CH:6]=[CH:5][CH:4]=1.[Na+:13].[NH2:15][CH2:16][CH2:17][O:18][C:19](=[O:23])[C:20]([CH3:22])=[CH2:21] |f:0.1,2.3,5.6.7|. Procedure: A sodium styrenesulfonate/2-(amino)ethylmethacrylate (9/1 monomer ratio) copolymer was prepared as described in Example 11 with the following exception: 37 grams of sodium styrenesulfonate and 3.31 grams of 2-(amino)ethylmethacrylate hydrochloride were used, and after adding the methanol the mixture was allowed to stand overnight. Reactants: CO, CC(C)(C)[SiH2]OCCCCC(=C(F)F)C(F)(F)F. Product: OCCCCC(=C(F)F)C(F)(F)F. RXN SMILES: [CH3:19][OH:20].[F:1][C:2](=[C:3]([CH2:4][CH2:5][CH2:6][CH2:7][O:8][SiH2:9][C:10]([CH3:11])([CH3:12])[CH3:13])[C:14]([F:15])([F:16])[F:17])[F:18]>>[F:1][C:2](=[C:3]([CH2:4][CH2:5][CH2:6][CH2:7][OH:8])[C:14]([F:15])([F:16])[F:17])[F:18]. Reactants: C=O (formalin), C(#N)[BH3-].[Na+] (sodium cyanoborohydride), C(C)(=O)O (acetic acid), O1CCOC12CCN(CC2)CCC2=C(C=C1CCCNC1=C2)OC (7-(2-(1,4-dioxa-8-azaspiro[4.5]decan-8-yl)ethyl)-6-methoxy-1,2,3,4tetrahydroquinoline). Solvent: C(C)#N (acetonitrile), C(C)(=O)OCC (ethyl acetate). Conditions: time 1 hour. The product is O1CCOC12CCN(CC2)CCC2=C(C=C1CCCN(C1=C2)C)OC (7-[2-(1,4-dioxa-8-azaspiro[4.5]decan-8-yl)ethyl]-6-methoxy-1-methyl-1,2,3,4-tetrahydroquinoline). The yield is 49.0%. RXN SMILES: [O:1]1[C:5]2([CH2:10][CH2:9][N:8]([CH2:11][CH2:12][C:13]3[CH:22]=[C:21]4[C:16]([CH2:17][CH2:18][CH2:19][NH:20]4)=[CH:15][C:14]=3[O:23][CH3:24])[CH2:7][CH2:6]2)[O:4][CH2:3][CH2:2]1.C=O.[C:27]([BH3-])#N.[Na+].C(O)(=O)C>C(#N)C.C(OCC)(=O)C>[O:4]1[C:5]2([CH2:6][CH2:7][N:8]([CH2:11][CH2:12][C:13]3[CH:22]=[C:21]4[C:16]([CH2:17][CH2:18][CH2:19][N:20]4[CH3:27])=[CH:15][C:14]=3[O:23][CH3:24])[CH2:9][CH2:10]2)[O:1][CH2:2][CH2:3]1 |f:2.3|. Reported procedure: 196 mg of 7-(2-(1,4-dioxa-8-azaspiro[4.5]decan-8-yl)ethyl)-6-methoxy-1,2,3,4tetrahydroquinoline was dissolved in 5 ml of acetonitrile. Thereafter, 1 ml of 37% formalin, 190 mg of sodium cyanoborohydride, and 0.15 ml acetic acid were added to the reaction solution, and the obtained mixture was then stirred at room temperature for 1 hour. Thereafter, the reaction solution was diluted with ethyl acetate, and then washed with a saturated sodium bicarbonate aqueous solution and a saturated sodium chl... Reactants: BrC1=CC=C(S1)S(=O)(=O)N1C[C@@H](NCC1)CC1CCOCC1 ((3S)-1-((5-bromo-2-thiophenyl)sulfonyl)-3-(tetrahydro-2H-pyran-4-ylmethyl)piperazine), CC(C)([O-])C.[Na+] (sodium tert-butoxide), C1(=CC=CC=C1)C(=N)C1=CC=CC=C1 (diphenylmethanimine). The reagents and catalysts are C(C)(=O)O[Pd]OC(C)=O (diacetoxypalladium), CC1(C2=CC=CC(=C2OC=2C(=CC=CC12)P(C1=CC=CC=C1)C1=CC=CC=C1)P(C1=CC=CC=C1)C1=CC=CC=C1)C ((9,9-dimethyl-9H-xanthene-4,5-diyl)bis(diphenylphosphine)). Solvent: C1(=CC=CC=C1)C (toluene). Reaction conditions: temperature 100 celsius. The product is C1(=CC=CC=C1)C(=NC=1SC(=CC1)S(=O)(=O)N1C[C@@H](NCC1)CC1CCOCC1)C1=CC=CC=C1 (N-(diphenylmethylidene)-5-(((3S)-3-(tetrahydro-2H-pyran-4-ylmethyl)-1-piperazinyl)sulfonyl)-2-thiophenamine). Yield: 69.1%. Reaction SMILES: Br[C:2]1[S:6][C:5]([S:7]([N:10]2[CH2:15][CH2:14][NH:13][C@@H:12]([CH2:16][CH:17]3[CH2:22][CH2:21][O:20][CH2:19][CH2:18]3)[CH2:11]2)(=[O:9])=[O:8])=[CH:4][CH:3]=1.CC(C)([O-])C.[Na+].[C:29]1([C:35]([C:37]2[CH:42]=[CH:41][CH:40]=[CH:39][CH:38]=2)=[NH:36])[CH:34]=[CH:33][CH:32]=[CH:31][CH:30]=1>C1(C)C=CC=CC=1.C(O[Pd]OC(=O)C)(=O)C.CC1(C)C2C=CC=C(P(C3C=CC=CC=3)C3C=CC=CC=3)C=2OC2C1=CC=CC=2P(C1C=CC=CC=1)C1C=CC=CC=1>[C:37]1([C:35]([C:29]2[CH:30]=[CH:31][CH:32]=[CH:33][CH:34]=2)=[N:36][C:2]2[S:6][C:5]([S:7]([N:10]3[CH2:15][CH2:14][NH:13][C@@H:12]([CH2:16][CH:17]4[CH2:22][CH2:21][O:20][CH2:19][CH2:18]4)[CH2:11]3)(=[O:9])=[O:8])=[CH:4][CH:3]=2)[CH:38]=[CH:39][CH:40]=[CH:41][CH:42]=1 |f:1.2|. Reported procedure: In a sealed vial (3S)-1-((5-bromo-2-thiophenyl)sulfonyl)-3-(tetrahydro-2H-pyran-4-ylmethyl)piperazine (540 mg, 1.32 mmol), diacetoxypalladium (14.81 mg, 0.066 mmol, Strem Chemicals, Newburyport, Mass.), (9,9-dimethyl-9H-xanthene-4,5-diyl)bis(diphenylphosphine) (XantPhos) (38.2 mg, 0.066 mmol, Strem Chemicals, Newburyport, Mass.), sodium tert-butoxide (279 mg, 2.90 mmol), and diphenylmethanimine (287 mg, 1.58 mmol, Sigma-Aldrich, St. Louis, Mo.) were combined and suspended in toluene (5 mL). Nitr... Reactants: C(C)(C)(C)OC(=O)N[C@H](C(=O)O)CC1=CC=C(C=C1)N1S(N(C(C1)=O)CC1=CC=C(C=C1)OC)(=O)=O ((S)-2-t-butoxycarbonylamino-3-(4-[5-(4-methoxy-benzyl)-1,1,4-trioxo-1,2,5-thiadiazolidin-2-yl]-phenyl)-propionic acid), C(C)(C)(C)[SiH](C)C (t-butyidimethylsilane). Solvent: C(=O)(C(F)(F)F)O (TFA). Conditions: temperature 80 celsius, time 20 minute. Yields the product N[C@H](C(=O)O)CC1=CC=C(C=C1)N1S(NC(C1)=O)(=O)=O ((S)-2-amino-3-[4-(1,1,4-trioxo-1,2,5-thiadiazolidin-2-yl)-phenyl]-propionic acid). Reaction SMILES: C(OC([NH:8][C@@H:9]([CH2:13][C:14]1[CH:19]=[CH:18][C:17]([N:20]2[CH2:24][C:23](=[O:25])[N:22](CC3C=CC(OC)=CC=3)[S:21]2(=[O:36])=[O:35])=[CH:16][CH:15]=1)[C:10]([OH:12])=[O:11])=O)(C)(C)C.C([SiH](C)C)(C)(C)C>C(O)(C(F)(F)F)=O>[NH2:8][C@@H:9]([CH2:13][C:14]1[CH:19]=[CH:18][C:17]([N:20]2[CH2:24][C:23](=[O:25])[NH:22][S:21]2(=[O:35])=[O:36])=[CH:16][CH:15]=1)[C:10]([OH:12])=[O:11]. Procedure: The title A compound, (S)-2-t-butoxycarbonylamino-3-(4-[5-(4-methoxy-benzyl)-1,1,4-trioxo-1,2,5-thiadiazolidin-2-yl]-phenyl)-propionic acid (84.5 mg, 0.163 mmol) is dissolved in TFA (3.26 mL) containing t-butyidimethylsilane (0.081 mL, 0.498 mmol) at RT. The reaction is monitored by reverse phase HPLC (YMC CombiScreen Pro C18, 50×4.6 mm I.D., particle size S-5 micron, 12 nM) eluting at 3 mL/min with a gradient of 90:10 (0.1% TFA in water:MeCN) to 10:90 over 7.0 min. The starting material has a r... Reactants: CS(=O)(=O)CCS(=O)(=O)Cl (2-(methylsulfonyl)ethanesulfonyl chloride), CN (methylamine). Solvent: C(Cl)(Cl)Cl (chloroform), O (water). Reaction conditions: time 1 hour. Yields the product CNS(=O)(=O)CCS(=O)(=O)C (N-methyl-2-(methylsulfonyl)ethanesulfonamide). As a reaction SMILES: [CH3:1][S:2]([CH2:5][CH2:6][S:7](Cl)(=[O:9])=[O:8])(=[O:4])=[O:3].[CH3:11][NH2:12]>C(Cl)(Cl)Cl.O>[CH3:11][NH:12][S:7]([CH2:6][CH2:5][S:2]([CH3:1])(=[O:4])=[O:3])(=[O:9])=[O:8]. Reported procedure: To a stirred mixture of 2-(methylsulfonyl)ethanesulfonyl chloride in 50 ml chloroform, 15.5 g (0.2 mole) 40% methylamine in water were added slowly. The reaction mixture was stirred one hour and then filtered. The filtrate was washed with water. The organic phase was separated and then stripped. Cold ether was added to the residue; the resulting mixture was stirred. Filtration of the ether mixture gave 11.0 g of the above-identified product as a white solid, mp. 116°-117° C.